This data is from the Open Reaction Database (ORD), a public repository of structured organic reaction records. The task is: describe an organic reaction: reactants, conditions, products, and yield Reactants: CCCCC(C)(C)C(O)C=CBr, BrC(c1ccccc1)(c1ccccc1)c1ccccc1. The product is CCCCC(C)(C)C(C=CBr)OC(c1ccccc1)(c1ccccc1)c1ccccc1. As a reaction SMILES: [Br:1][CH:2]=[CH:3][CH:4]([C:5]([CH2:6][CH2:7][CH2:8][CH3:9])([CH3:10])[CH3:11])[OH:12].[c:13]1([C:19]([c:20]2[cH:21][cH:22][cH:23][cH:24][cH:25]2)([c:26]2[cH:27][cH:28][cH:29][cH:30][cH:31]2)[Br:32])[cH:14][cH:15][cH:16][cH:17][cH:18]1>>[Br:1][CH:2]=[CH:3][CH:4]([C:5]([CH2:6][CH2:7][CH2:8][CH3:9])([CH3:10])[CH3:11])[O:12][C:19]([c:13]1[cH:14][cH:15][cH:16][cH:17][cH:18]1)([c:20]1[cH:21][cH:22][cH:23][cH:24][cH:25]1)[c:26]1[cH:27][cH:28][cH:29][cH:30][cH:31]1. The reactants are C(C1=CC=CC=C1)(=O)NC1=NC(N([C@H]2C[C@H](O)[C@@H](CO)O2)C=C1)=O (N4 -benzoyl-2'-deoxycytidine), N#N.C(C(C)C)(=O)[C@@]1(C[C@H](O)[C@@H](COC(C2=CC=C(C=C2)OC)(C2=CC=C(C=C2)OC)C2=CC=CC=C2)O1)N1C=NC=2C(=O)NC(N)=NC12 (N2 isobutyryl-5'-O-(4,4'-dimethoxytrityl)-2'-deoxyguanosine). Product: C(C1=CC=CC=C1)(=O)NC1=NC(N([C@H]2C[C@H](O)[C@@H](COC(C3=CC=C(C=C3)OC)(C3=CC=C(C=C3)OC)C3=CC=CC=C3)O2)C=C1)=O (N4 -Benzoyl-5'-O-(4,4'-dimethoxytrityl)-2'-deoxycytidine). Reaction SMILES: [C:1]([NH:9][C:10]1[CH:23]=[CH:22][N:13]([C@@H:14]2[O:21][C@H:18]([CH2:19][OH:20])[C@@H:16]([OH:17])[CH2:15]2)[C:12](=[O:24])[N:11]=1)(=[O:8])[C:2]1[CH:7]=[CH:6][CH:5]=[CH:4][CH:3]=1.N#N.C([C@@]1(N2C3N=C(N)NC(=O)C=3N=C2)O[C@H](CO[C:39]([C:56]2[CH:61]=[CH:60][CH:59]=[CH:58][CH:57]=2)([C:48]2[CH:53]=[CH:52][C:51]([O:54][CH3:55])=[CH:50][CH:49]=2)[C:40]2[CH:45]=[CH:44][C:43]([O:46][CH3:47])=[CH:42][CH:41]=2)[C@@H](O)C1)(=O)C(C)C>>[C:1]([NH:9][C:10]1[CH:23]=[CH:22][N:13]([C@@H:14]2[O:21][C@H:18]([CH2:19][O:20][C:39]([C:56]3[CH:61]=[CH:60][CH:59]=[CH:58][CH:57]=3)([C:48]3[CH:53]=[CH:52][C:51]([O:54][CH3:55])=[CH:50][CH:49]=3)[C:40]3[CH:41]=[CH:42][C:43]([O:46][CH3:47])=[CH:44][CH:45]=3)[C@@H:16]([OH:17])[CH2:15]2)[C:12](=[O:24])[N:11]=1)(=[O:8])[C:2]1[CH:7]=[CH:6][CH:5]=[CH:4][CH:3]=1 |f:1.2|. Reported procedure: This compound was prepared from N4 -benzoyl-2'-deoxycytidine by the same procedure used for the preparation of N2 -isobutyryl-5'-O-(4,4'-dimethoxytrityl)-2'-deoxyguanosine. The reactants are ClC=1N(C(C=2NC(=NC2N1)C=1C=NN(C1)CC1=CC(=CC=C1)C(F)(F)F)=O)CCC (2-Chloro-1-propyl-8-[1-(3-trifluoromethyl-benzyl)-1H-pyrazol-4-yl]-1,7-dihydro-purin-6-one), C(=O)([O-])[O-].[K+].[K+] (K2CO3), CI (MeI), CN(C)C=O (DMF). Solvent: O (water). Run at temperature 60 celsius, time 2 hour. The product is ClC=1N(C(C=2N(C(=NC2N1)C=1C=NN(C1)CC1=CC(=CC=C1)C(F)(F)F)C)=O)CCC (2-Chloro-7-methyl-1-propyl-8-[1-(3-trifluoromethyl-benzyl)-1H-pyrazol-4-yl]-1,7-dihydro-purin-6-one). Isolated yield 57.9%. RXN SMILES: [Cl:1][C:2]1[N:3]([CH2:28][CH2:29][CH3:30])[C:4](=[O:27])[C:5]2[NH:6][C:7]([C:11]3[CH:12]=[N:13][N:14]([CH2:16][C:17]4[CH:22]=[CH:21][CH:20]=[C:19]([C:23]([F:26])([F:25])[F:24])[CH:18]=4)[CH:15]=3)=[N:8][C:9]=2[N:10]=1.[C:31]([O-])([O-])=O.[K+].[K+].CI.CN(C=O)C>O>[Cl:1][C:2]1[N:3]([CH2:28][CH2:29][CH3:30])[C:4](=[O:27])[C:5]2[N:6]([CH3:31])[C:7]([C:11]3[CH:12]=[N:13][N:14]([CH2:16][C:17]4[CH:22]=[CH:21][CH:20]=[C:19]([C:23]([F:26])([F:25])[F:24])[CH:18]=4)[CH:15]=3)=[N:8][C:9]=2[N:10]=1 |f:1.2.3|. Procedure details: A mixture of 2-Chloro-1-propyl-8-[1-(3-trifluoromethyl-benzyl)-1H-pyrazol-4-yl]-1,7-dihydro-purin-6-one (200 mg, 0.46 mmol), K2CO3 (95 mg, 0.69 mmol), MeI (85 mg, 0.60 mmol) and DMF (2 ml) were stirred at 60° C. for 2 hours. Reaction mixture was cooled, diluted with water (10 ml) and extracted with ethyl acetate (2×5 ml). The organic layer was washed with brine (2×10 ml), dried over Na2SO4 and evaporated to obtain 2-Chloro-7-methyl-1-propyl-8-[1-(3-trifluoromethyl-benzyl)-1H-pyrazol-4-yl]-1,7-di... Reactants: O[C@H](C(=O)OCC)CCI ((S)-ethyl 2-hydroxy-4-iodobutanoate), N1=C(C=CC=C1C)C (2,6-lutidine), FC(S(=O)(=O)O[Si](CC)(CC)CC)(F)F (triethylsilyl trifluoromethanesulfonate). The solvent is C(Cl)Cl (DCM). Reaction conditions: temperature 0 celsius, time 1 hour. Yields the product ICC[C@@H](C(=O)OCC)O[Si](CC)(CC)CC ((S)-ethyl 4-iodo-2-(triethylsilyloxy)butanoate). Yield: 84.5%. As a reaction SMILES: [OH:1][C@@H:2]([CH2:8][CH2:9][I:10])[C:3]([O:5][CH2:6][CH3:7])=[O:4].N1C(C)=CC=CC=1C.FC(F)(F)S(O[Si:25]([CH2:30][CH3:31])([CH2:28][CH3:29])[CH2:26][CH3:27])(=O)=O>C(Cl)Cl>[I:10][CH2:9][CH2:8][C@H:2]([O:1][Si:25]([CH2:30][CH3:31])([CH2:28][CH3:29])[CH2:26][CH3:27])[C:3]([O:5][CH2:6][CH3:7])=[O:4]. Reported procedure: To a solution of 392 (15.5 g, 60.1 mmol), 2,6-lutidine (21.0 ml, 180 mmol) and DCM (125 mL) cooled to 0° C. and maintained under N2 was added dropwise triethylsilyl trifluoromethanesulfonate (17.5 g, 66.1 mmol). The reaction was stirred at 0° C. for 1 h then warmed to RT and stirred for 18 h. The reaction was quenched by adding satd. aq. NH4Cl and extracted with DCM. The organic extract was washed organic with brine, dried (Na2SO4), filtered and concentrated. The crude product was purified by Si... RXN SMILES: [CH3:30][C:31](=[O:32])[O-:33].[CH3:36][OH:37].[NH4+:29].[NH4+:34].[O:1]=[C:2]([CH2:3][C:4]([CH2:5][c:6]1[c:7]([F:14])[cH:8][c:9]([F:13])[c:10]([F:12])[cH:11]1)=[O:15])[N:16]1[CH2:17][c:18]2[n:19]([c:22]([C:25]([F:26])([F:27])[F:28])[n:23][n:24]2)[CH2:20][CH2:21]1.[OH-:35]>>[O:1]=[C:2]([CH:3]=[C:4]([CH2:5][c:6]1[c:7]([F:14])[cH:8][c:9]([F:13])[c:10]([F:12])[cH:11]1)[NH2:29])[N:16]1[CH2:17][c:18]2[n:19]([c:22]([C:25]([F:26])([F:27])[F:28])[n:23][n:24]2)[CH2:20][CH2:21]1. The reactants are CC(=O)[O-], CO, [NH4+], [NH4+], O=C(CC(=O)N1CCn2c(nnc2C(F)(F)F)C1)Cc1cc(F)c(F)cc1F, [OH-]. Product: NC(=CC(=O)N1CCn2c(nnc2C(F)(F)F)C1)Cc1cc(F)c(F)cc1F. The reactants are Brc1cccc(I)c1, O=C([O-])[O-], CN(C)CC(=O)O, Cl, [Cs+], [Cs+], [Cu]I, Oc1ccc(F)cc1, O. Yields the product Fc1ccc(Oc2cccc(Br)c2)cc1. RXN SMILES: [Br:1][c:2]1[cH:3][c:4]([I:8])[cH:5][cH:6][cH:7]1.[C:25](=[O:26])([O-:27])[O-:28].[CH3:18][N:19]([CH3:20])[CH2:21][C:22]([OH:23])=[O:24].[ClH:17].[Cs+:29].[Cs+:30].[Cu:31][I:32].[F:9][c:10]1[cH:11][cH:12][c:13]([OH:16])[cH:14][cH:15]1.[OH2:33]>>[Br:1][c:2]1[cH:3][c:4]([O:16][c:13]2[cH:12][cH:11][c:10]([F:9])[cH:15][cH:14]2)[cH:5][cH:6][cH:7]1. Starting materials: C1(=CC=CC=C1)CCCCN (4-phenylbutylamine), COC(COC1=CC=C(C=C1)CN)=O (methyl[4-(aminomethyl)phenoxy]acetate), acetate salt, ClCC=1N=C(SC1)C1=CC=C(C(=O)Cl)C=C1 (4-[4-(chloromethyl)-1,3-thiazol-2-yl]benzoyl chloride), FC(C1=CC=C(C(=O)Cl)C=C1)(F)F (4-(trifluoromethyl)benzoyl chloride). Product: C1(=CC=CC=C1)CCCCNC(=O)C1=CC=C(C=C1)C=1SC=C(N1)CN(C(C1=CC=C(C=C1)C(F)(F)F)=O)CC1=CC=C(OCC(=O)O)C=C1 ([4-({{[2-(4-{[(4-phenylbutyl)amino]carbonyl}phenyl)-1,3-thiazol-4-yl]methyl}[4-(trifluoromethyl)benzoyl]amino}methyl)phenoxy]acetic acid). Reaction SMILES: [C:1]1([CH2:7][CH2:8][CH2:9][CH2:10][NH2:11])[CH:6]=[CH:5][CH:4]=[CH:3][CH:2]=1.Cl[CH2:13][C:14]1[N:15]=[C:16]([C:19]2[CH:27]=[CH:26][C:22]([C:23](Cl)=[O:24])=[CH:21][CH:20]=2)[S:17][CH:18]=1.[F:28][C:29]([F:40])([F:39])[C:30]1[CH:38]=[CH:37][C:33]([C:34](Cl)=[O:35])=[CH:32][CH:31]=1.C[O:42][C:43](=[O:54])[CH2:44][O:45][C:46]1[CH:51]=[CH:50][C:49]([CH2:52][NH2:53])=[CH:48][CH:47]=1>>[C:1]1([CH2:7][CH2:8][CH2:9][CH2:10][NH:11][C:23]([C:22]2[CH:26]=[CH:27][C:19]([C:16]3[S:17][CH:18]=[C:14]([CH2:13][N:53]([CH2:52][C:49]4[CH:50]=[CH:51][C:46]([O:45][CH2:44][C:43]([OH:54])=[O:42])=[CH:47][CH:48]=4)[C:34](=[O:35])[C:33]4[CH:37]=[CH:38][C:30]([C:29]([F:40])([F:39])[F:28])=[CH:31][CH:32]=4)[N:15]=3)=[CH:20][CH:21]=2)=[O:24])[CH:6]=[CH:5][CH:4]=[CH:3][CH:2]=1. Reported procedure: The title compound was prepared following the procedure A using 4-phenylbutylamine, 4-[4-(chloromethyl)-1,3-thiazol-2-yl]benzoyl chloride, 4-(trifluoromethyl)benzoyl chloride and methyl[4-(aminomethyl)phenoxy]acetate, acetate salt. M+(ESI): 702